This data is from the Open Reaction Database (ORD), a public repository of structured organic reaction records. The task is: describe an organic reaction: reactants, conditions, products, and yield The reactants are COCCl, CCN(C(C)C)C(C)C, ClCCl, O, O=C(OCc1ccccc1)C(O)Cc1ccc(N2CCOCC2)cc1. The product is COCOC(Cc1ccc(N2CCOCC2)cc1)C(=O)OCc1ccccc1. Reaction SMILES: [CH3:10][O:11][CH2:12][Cl:13].[CH:1]([N:2]([CH:3]([CH3:4])[CH3:5])[CH2:6][CH3:7])([CH3:8])[CH3:9].[Cl:39][CH2:40][Cl:41].[OH2:42].[OH:14][CH:15]([C:16](=[O:17])[O:18][CH2:19][c:20]1[cH:21][cH:22][cH:23][cH:24][cH:25]1)[CH2:26][c:27]1[cH:28][cH:29][c:30]([N:33]2[CH2:34][CH2:35][O:36][CH2:37][CH2:38]2)[cH:31][cH:32]1>>[CH3:10][O:11][CH2:12][O:14][CH:15]([C:16](=[O:17])[O:18][CH2:19][c:20]1[cH:21][cH:22][cH:23][cH:24][cH:25]1)[CH2:26][c:27]1[cH:28][cH:29][c:30]([N:33]2[CH2:34][CH2:35][O:36][CH2:37][CH2:38]2)[cH:31][cH:32]1. The reactants are C(C)O[C@@H]1[C@@H](CN(C1)C1=NC=CC=N1)NC1=NC(=C(N=C1CC)C=1C(=NC(=CC1)OC)C)CC (N-[(3R,4S)-4-ethoxy-1-pyrimidin-2-ylpyrrolidin-3-yl]-3,6-diethyl-5-(6-methoxy-2-methylpyridin-3-yl)pyrazin-2-amine), ClC1=C(C=CC(=C1)OC)C=1N=C(C(=NC1CC)N[C@@H]1CNC[C@@H]1OCC)CC (5-(2-chloro-4-methoxyphenyl)-N-[(3R,4S)-4-ethoxypyrrolidin-3-yl]-3,6-diethylpyrazin-2-amine), BrC1=NC=CC=C1 (2-bromopyridine), 1,3-Bis(2,6-di-l-propylphenyl)-4,5-dihydro-imidzaolium tetrafluoroborate. Yields the product ClC1=C(C=CC(=C1)OC)C=1N=C(C(=NC1CC)N[C@@H]1CN(C[C@@H]1OCC)C1=NC=CC=C1)CC (5-(2-chloro-4-methoxyphenyl)-N-[(3R,4S)-4-ethoxy-1-pyridin-2-ylpyrrolidin-3-yl]-3,6-diethyl pyrazin-2-amine). Reaction SMILES: C(O[C@H]1CN(C2N=CC=CN=2)C[C@H]1NC1C(CC)=NC(C2C(C)=NC(OC)=CC=2)=C(CC)N=1)C.Br[C:36]1[CH:41]=[CH:40][CH:39]=[CH:38][N:37]=1.[Cl:42][C:43]1[CH:48]=[C:47]([O:49][CH3:50])[CH:46]=[CH:45][C:44]=1[C:51]1[N:52]=[C:53]([CH2:68][CH3:69])[C:54]([NH:59][C@H:60]2[C@@H:64]([O:65][CH2:66][CH3:67])[CH2:63][NH:62][CH2:61]2)=[N:55][C:56]=1[CH2:57][CH3:58]>>[Cl:42][C:43]1[CH:48]=[C:47]([O:49][CH3:50])[CH:46]=[CH:45][C:44]=1[C:51]1[N:52]=[C:53]([CH2:68][CH3:69])[C:54]([NH:59][C@H:60]2[C@@H:64]([O:65][CH2:66][CH3:67])[CH2:63][N:62]([C:36]3[CH:41]=[CH:40][CH:39]=[CH:38][N:37]=3)[CH2:61]2)=[N:55][C:56]=1[CH2:57][CH3:58]. Procedure: Following the procedure for the preparation of N-[(3R,4S)-4-ethoxy-1-pyrimidin-2-ylpyrrolidin-3-yl]-3,6-diethyl-5-(6-methoxy-2-methylpyridin-3-yl)pyrazin-2-amine but substituting 2-bromopyridine and 1,3-Bis(2,6-di-l-propylphenyl)-4,5-dihydro-imidzaolium tetrafluoroborate, and starting with 5-(2-chloro-4-methoxyphenyl)-N-[(3R,4S)-4-ethoxypyrrolidin-3-yl]-3,6-diethylpyrazin-2-amine provided the title compound as an amorphous solid. 1H NMR (CDCl3) δ 1.17, 1.24–1.34, 2.51, 2.76, 3.56, 3.76, 3.86, 3.... The reactants are BrC=1C=C(C2=C(C(=CO2)C(=O)OCC)C1)[N+](=O)[O-] (Ethyl 5-bromo-7-nitro-1-benzofuran-3-carboxylate), [OH-].[Na+] (NaOH). Solvent: C(C)O (ethanol). The product is BrC=1C=C(C2=C(C(=CO2)C(=O)O)C1)[N+](=O)[O-] (5-Bromo-7-nitro-1-benzofuran-3-carboxylic acid). As a reaction SMILES: [Br:1][C:2]1[CH:3]=[C:4]([N+:16]([O-:18])=[O:17])[C:5]2[O:9][CH:8]=[C:7]([C:10]([O:12]CC)=[O:11])[C:6]=2[CH:15]=1.[OH-].[Na+]>C(O)C>[Br:1][C:2]1[CH:3]=[C:4]([N+:16]([O-:18])=[O:17])[C:5]2[O:9][CH:8]=[C:7]([C:10]([OH:12])=[O:11])[C:6]=2[CH:15]=1 |f:1.2|. Procedure details: Ethyl 5-bromo-7-nitro-1-benzofuran-3-carboxylate (5.5 g, 17.5 mmol; obtained in Step 1) was suspended in ethanol (20 mL). 2 M NaOH (20 mL) was added and the mixture was heated at reflux for 2 h. The ethanol was removed by evaporation and the remaining solution acidified with concentrated HCl (4 mL), diluted with water and the product collected by filtration, washed with water and dried in a vacuum oven. Yield: 4.65 g (93%). 1H NMR (400 MHz, DMSO-d6) δ ppm 7.43 (s, 1H) 8.26 (d, J=1.8 Hz, 1H) 8.34... The reactants are CCN, CCO, CN(C)c1nc(Cl)cc(NS(=O)(=O)c2ccc(N)cc2)n1. Yields the product CCNc1cc(NS(=O)(=O)c2ccc(N)cc2)nc(N(C)C)n1. As a reaction SMILES: [CH3:22][CH2:23][NH2:24].[CH3:25][CH2:26][OH:27].[NH2:1][c:2]1[cH:3][cH:4][c:5]([S:8](=[O:9])(=[O:10])[NH:11][c:12]2[n:13][c:14]([N:19]([CH3:20])[CH3:21])[n:15][c:16]([Cl:18])[cH:17]2)[cH:6][cH:7]1>>[NH2:1][c:2]1[cH:3][cH:4][c:5]([S:8](=[O:9])(=[O:10])[NH:11][c:12]2[n:13][c:14]([N:19]([CH3:20])[CH3:21])[n:15][c:16]([NH:24][CH2:23][CH3:22])[cH:17]2)[cH:6][cH:7]1. Reactants: Cc1nnnn1-c1ccc(OCc2ccccc2)c(F)c1, CCO. The product is Cc1nnnn1-c1ccc(O)c(F)c1. As a reaction SMILES: [CH2:1]([c:2]1[cH:3][cH:4][cH:5][cH:6][cH:7]1)[O:8][c:9]1[c:10]([F:21])[cH:11][c:12](-[n:15]2[n:16][n:17][n:18][c:19]2[CH3:20])[cH:13][cH:14]1.[CH3:22][CH2:23][OH:24]>>[OH:8][c:9]1[c:10]([F:21])[cH:11][c:12](-[n:15]2[n:16][n:17][n:18][c:19]2[CH3:20])[cH:13][cH:14]1. The reactants are COc1ccc(C(F)(F)F)cc1N1CCNCC1, CN(C)C=O, O=C(C(CCCl)c1ccccc1)N1C2CCCC1CC2, CCN(C(C)C)C(C)C, [I-], [K+]. The product is COc1ccc(C(F)(F)F)cc1N1CCN(CCC(C(=O)N2C3CCCC2CC3)c2ccccc2)CC1. As a reaction SMILES: [CH3:1][O:2][c:3]1[c:4]([N:13]2[CH2:14][CH2:15][NH:16][CH2:17][CH2:18]2)[cH:5][c:6]([C:9]([F:10])([F:11])[F:12])[cH:7][cH:8]1.[CH3:50][N:51]([CH3:52])[CH:53]=[O:54].[CH:19]12[CH2:20][CH2:21][CH2:22][CH:23]([CH2:24][CH2:25]1)[N:26]2[C:27]([CH:28]([CH2:29][CH2:30][Cl:31])[c:32]1[cH:33][cH:34][cH:35][cH:36][cH:37]1)=[O:38].[CH:39]([N:40]([CH:41]([CH3:42])[CH3:43])[CH2:44][CH3:45])([CH3:46])[CH3:47].[I-:49].[K+:48]>>[CH3:1][O:2][c:3]1[c:4]([N:13]2[CH2:14][CH2:15][N:16]([CH2:30][CH2:29][CH:28]([C:27]([N:26]3[CH:19]4[CH2:20][CH2:21][CH2:22][CH:23]3[CH2:24][CH2:25]4)=[O:38])[c:32]3[cH:33][cH:34][cH:35][cH:36][cH:37]3)[CH2:17][CH2:18]2)[cH:5][c:6]([C:9]([F:10])([F:11])[F:12])[cH:7][cH:8]1. Reactants: [N+](=O)([O-])C=C(NCCSCC1=C(N=CN1)C)SC (1-nitro-2-methylthio-2-[2-((4-methyl-5-imidazolyl)methylthio)ethylamino]ethylene), NCCSCN1N=CC=N1 (2-[(2-aminoethyl)thiomethyl]triazole). Run in C(C)#N (acetonitrile). The product is [N+](=O)([O-])C=C(NCCSCC=1SC=CN1)NCCSCC1=C(N=CN1)C (1-nitro-2-[2-((4-methyl-5-imidazolyl)methylthio)ethylamino]-2-[2-(2-thiazolylmethylthio)ethylamino]ethylene). Reaction SMILES: [N+:1]([CH:4]=[C:5](SC)[NH:6][CH2:7][CH2:8][S:9][CH2:10][C:11]1[NH:15][CH:14]=[N:13][C:12]=1[CH3:16])([O-:3])=[O:2].N[CH2:20][CH2:21][S:22][CH2:23][N:24]1N=CC=N1>C(#N)C>[N+:1]([CH:4]=[C:5]([NH:6][CH2:7][CH2:8][S:9][CH2:10][C:11]1[NH:15][CH:14]=[N:13][C:12]=1[CH3:16])[NH:6][CH2:7][CH2:8][S:9][CH2:10][C:23]1[S:22][CH:21]=[CH:20][N:24]=1)([O-:3])=[O:2]. Reported procedure: Reaction of 1-nitro-2-methylthio-2-[2-((4-methyl-5-imidazolyl)methylthio)ethylamino]ethylene with an excess of 2-[(2-aminoethyl)thiomethyl]triazole according to the procedure of Example 3, results in the production of 1-nitro-2-[2-((4-methyl-5-imidazolyl)methylthio)ethylamino]-2-[2-(2-thiazolylmethylthio)ethylamino]ethylene, m.p. 110°-120° (from acetonitrile). Reactants: CC(C)c1nc(COC(N)=O)n(Cc2ccncc2)c1Sc1cc(Cl)cc(Cl)c1, C1COCCN1, CCOC(C)=O. Yields the product CC(C)c1nc(COC(=O)NCN2CCOCC2)n(Cc2ccncc2)c1Sc1cc(Cl)cc(Cl)c1. Reaction SMILES: [C:1]([NH2:2])([O:3][CH2:4][c:5]1[n:6]([CH2:22][c:23]2[cH:24][cH:25][n:26][cH:27][cH:28]2)[c:7]([S:13][c:14]2[cH:15][c:16]([Cl:21])[cH:17][c:18]([Cl:20])[cH:19]2)[c:8]([CH:10]([CH3:11])[CH3:12])[n:9]1)=[O:29].[CH2:30]1[CH2:31][O:32][CH2:33][CH2:34][NH:35]1.[CH3:36][CH2:37][O:38][C:39](=[O:40])[CH3:41]>>[C:1]([NH:2][CH2:36][N:35]1[CH2:30][CH2:31][O:32][CH2:33][CH2:34]1)([O:3][CH2:4][c:5]1[n:6]([CH2:22][c:23]2[cH:24][cH:25][n:26][cH:27][cH:28]2)[c:7]([S:13][c:14]2[cH:15][c:16]([Cl:21])[cH:17][c:18]([Cl:20])[cH:19]2)[c:8]([CH:10]([CH3:11])[CH3:12])[n:9]1)=[O:29]. Starting materials: [H-].[Na+] (sodium hydride), IC (iodomethane), C(C)(C)(C)ON=C1C=C(OC2=CC=CC=C12)C=1C=C2C(=CN1)NC=C2 (2-(1H-Pyrrolo[2,3-c]pyridin-5-yl)-chromen-4-one O-tert-butyl-oxime), C(C)(C)(C)ON=C1C=C(OC2=CC=CC=C12)C=1C=C2C(=CN1)N(C=C2)O (2-(1-Hydroxy-1H-pyrrolo[2,3-c]pyridin-5-yl)-chromen-4-one O-tert-butyl-oxime). The reagents and catalysts are [Ti](Cl)(Cl)(Cl)Cl (titanium tetrachloride). Solvent: ClCCl (dichloromethane), CN(C=O)C (dimethylformamide), [Cl-].[Na+].O (brine). Conditions: temperature 0 celsius, time 1 hour. Yields the product CON1C=CC=2C1=CN=C(C2)C=2OC1=CC=CC=C1C(C2)=NO (2-(1-Methoxy-1H-pyrrolo[2,3-c]pyridin-5-yl)-chromen-4-one oxime). RXN SMILES: C([O:5][N:6]=[C:7]1[C:16]2[C:11](=[CH:12][CH:13]=[CH:14][CH:15]=2)[O:10][C:9]([C:17]2[CH:18]=[C:19]3[CH:25]=[CH:24][NH:23][C:20]3=[CH:21][N:22]=2)=[CH:8]1)(C)(C)C.[C:26]([O:30]N=C1C2C(=CC=CC=2)OC(C2C=C3C=CN(O)C3=CN=2)=C1)(C)(C)C.[H-].[Na+].IC>CN(C)C=O.[Cl-].[Na+].O.ClCCl.[Ti](Cl)(Cl)(Cl)Cl>[CH3:26][O:30][N:23]1[C:20]2=[CH:21][N:22]=[C:17]([C:9]3[O:10][C:11]4[C:16]([C:7](=[N:6][OH:5])[CH:8]=3)=[CH:15][CH:14]=[CH:13][CH:12]=4)[CH:18]=[C:19]2[CH:25]=[CH:24]1 |f:2.3,6.7.8|. Procedure: A 70/30 mixture of 2-(1H-Pyrrolo[2,3-c]pyridin-5-yl)-chromen-4-one O-tert-butyl-oxime and 2-(1-Hydroxy-1H-pyrrolo[2,3-c]pyridin-5-yl)-chromen-4-one O-tert-butyl-oxime (77 mg) in dimethylformamide (5 ml) was cooled to 0° C. and treated with sodium hydride (60% in mineral oil, 10 mg, 0.25 mmol) and stirred at room temperature for 1 hour. The solution was cooled down to 0° C. and treated with iodomethane (16 μl, 0.25 mmol). The solution was slowly warmed up to room temperature during 1 hour and pou... Starting materials: [OH-].[K+] (potassium hydroxide), [Cl-].[Ca+2].[Cl-] (calcium chloride), C[C@H]([C@H]1[C@@H](O1)C[C@H]2CO[C@H]([C@@H]([C@@H]2O)O)C/C(=C/C(=O)OCCCCCCCCC(=O)O)/C)[C@H](C)O (Pseudomonic acid). The yield is 93.3%. The solvent is CO (methanol). Procedure: Pseudomonic acid (5.00 g, 10 mmole) was dissolved in methanol (5.5 ml), methanolic solution of potassium hydroxide (0.56 g, 10 mmole potassium hydroxide and 4 ml methanol) and methanolic solution of calcium chloride (0.56 g, 5.0 mmole calcium chloride and 5 ml methanol) were added to the mixture. The mixture was stirred for 1 hour. The solution was then filtered to remove potassium chloride (0.60 g). The methanol was then evaporated at reduced pressure to give a solid, white foam. The product wa... RXN SMILES: [CH3:1][C@@H:2]([C@@H:33]([OH:35])[CH3:34])[C@@H:3]1[O:5][C@H:4]1[CH2:6][C@@H:7]1[C@@H:12]([OH:13])[C@@H:11]([OH:14])[C@H:10]([CH2:15]/[C:16](/[CH3:32])=[CH:17]/[C:18]([O:20][CH2:21][CH2:22][CH2:23][CH2:24][CH2:25][CH2:26][CH2:27][CH2:28][C:29]([OH:31])=[O:30])=[O:19])[O:9][CH2:8]1.[OH-].[K+].[Cl-].[Ca+2:39].[Cl-]>CO>[CH3:1][C@H:2]([C@H:3]1[C@H:4]([CH2:6][C@H:7]2[CH2:8][O:9][C@@H:10]([CH2:15]/[C:16](/[CH3:32])=[CH:17]/[C:18]([O:20][CH2:21][CH2:22][CH2:23][CH2:24][CH2:25][CH2:26][CH2:27][CH2:28][C:29]([O-:31])=[O:30])=[O:19])[C@H:11]([OH:14])[C@@H:12]2[OH:13])[O:5]1)[C@H:33]([CH3:34])[OH:35].[CH3:1][C@H:2]([C@H:3]1[C@H:4]([CH2:6][C@H:7]2[CH2:8][O:9][C@@H:10]([CH2:15]/[C:16](/[CH3:32])=[CH:17]/[C:18]([O:20][CH2:21][CH2:22][CH2:23][CH2:24][CH2:25][CH2:26][CH2:27][CH2:28][C:29]([O-:31])=[O:30])=[O:19])[C@H:11]([OH:14])[C@@H:12]2[OH:13])[O:5]1)[C@H:33]([CH3:34])[OH:35].[Ca+2:39] |f:1.2,3.4.5,7.8.9|. Conditions: time 1 hour. Product: C[C@@H]([C@@H](O)C)[C@@H]1O[C@H]1C[C@@H]2[C@H]([C@H]([C@@H](OC2)C/C(=C/C(=O)OCCCCCCCCC(=O)[O-])/C)O)O.C[C@@H]([C@@H](O)C)[C@@H]1O[C@H]1C[C@@H]2[C@H]([C@H]([C@@H](OC2)C/C(=C/C(=O)OCCCCCCCCC(=O)[O-])/C)O)O.[Ca+2] (Mupirocin Calcium).